From a dataset of the Open Reaction Database (ORD), a public repository of structured organic reaction records. describe an organic reaction: reactants, conditions, products, and yield Starting materials: O (H2O), [Li+].[OH-] (LiOH), COC(=O)C=1SC(=CC1N(C(=O)[C@@H]1CC[C@H](CC1)C)[C@@H]1CC[C@H](CC1)O)C1=CC=CC=C1 (3-[(trans-4-Hydroxy-cyclohexyl)-(trans-4-methyl-cyclohexanecarbonyl)-amino]-5-phenyl-thiophene-2-carboxylic acid methyl ester). Run in O1CCOCC1 (dioxane). Conditions: time 4 hour. The product is O[C@@H]1CC[C@H](CC1)N(C1=C(SC(=C1)C1=CC=CC=C1)C(=O)O)C(=O)[C@@H]1CC[C@H](CC1)C (3-[(trans-4-Hydroxy-cyclohexyl)-(trans-4-methyl-cyclohexanecarbonyl)-amino]-5-phenyl-thiophene-2-carboxylic acid). Yield: 63.4%. RXN SMILES: C[O:2][C:3]([C:5]1[S:6][C:7]([C:27]2[CH:32]=[CH:31][CH:30]=[CH:29][CH:28]=2)=[CH:8][C:9]=1[N:10]([C@H:20]1[CH2:25][CH2:24][C@H:23]([OH:26])[CH2:22][CH2:21]1)[C:11]([C@H:13]1[CH2:18][CH2:17][C@H:16]([CH3:19])[CH2:15][CH2:14]1)=[O:12])=[O:4].O.[Li+].[OH-]>O1CCOCC1>[OH:26][C@H:23]1[CH2:24][CH2:25][C@H:20]([N:10]([C:11]([C@H:13]2[CH2:14][CH2:15][C@H:16]([CH3:19])[CH2:17][CH2:18]2)=[O:12])[C:9]2[CH:8]=[C:7]([C:27]3[CH:28]=[CH:29][CH:30]=[CH:31][CH:32]=3)[S:6][C:5]=2[C:3]([OH:4])=[O:2])[CH2:21][CH2:22]1 |f:2.3|. Procedure details: 3-[(trans-4-Hydroxy-cyclohexyl)-(trans-4-methyl-cyclohexanecarbonyl)-amino]-5-phenyl-thiophene-2-carboxylic acid methyl ester (34 mg, 0.075 mmol) was dissolved in a 4:1 mixture of dioxane:H2O (1 ml) and then LiOH 1N (375 ul, 0.375 mmol) was added. After 4 hours of stirring at room temperature, solvents were removed and then partitioned between 5 ml of H2O acidified to pH 4 and 5 ml of EtOAc. The organic layer was separated and the aqueous phase was washed twice with ethyl acetate (2×5 mL). The c... The reactants are COC([C@H](CC1=C(C=C(C=C1)OCC=1N=C(OC1C)C1=CC=CC=C1)Cl)OCC)=O ((S)-3-[2-chloro-4-(5-methyl-2-phenyl-oxazol-4-ylmethoxy)-phenyl]-2-ethoxy-propionic acid methyl ester), [Li+].[OH-] (LiOH). The product is ClC1=C(C=CC(=C1)OCC=1N=C(OC1C)C1=CC=CC=C1)C[C@@H](C(=O)O)OCC ((S)-3-[2-chloro-4-(5-methyl-2-phenyl-oxazol-4-ylmethoxy)-phenyl]-2-ethoxy-propionic acid). Reaction SMILES: C[O:2][C:3](=[O:30])[C@@H:4]([O:27][CH2:28][CH3:29])[CH2:5][C:6]1[CH:11]=[CH:10][C:9]([O:12][CH2:13][C:14]2[N:15]=[C:16]([C:20]3[CH:25]=[CH:24][CH:23]=[CH:22][CH:21]=3)[O:17][C:18]=2[CH3:19])=[CH:8][C:7]=1[Cl:26].[Li+].[OH-]>>[Cl:26][C:7]1[CH:8]=[C:9]([O:12][CH2:13][C:14]2[N:15]=[C:16]([C:20]3[CH:25]=[CH:24][CH:23]=[CH:22][CH:21]=3)[O:17][C:18]=2[CH3:19])[CH:10]=[CH:11][C:6]=1[CH2:5][C@H:4]([O:27][CH2:28][CH3:29])[C:3]([OH:30])=[O:2] |f:1.2|. Procedure details: In analogy to the procedure described in example 1 g], (S)-3-[2-chloro-4-(5-methyl-2-phenyl-oxazol-4-ylmethoxy)-phenyl]-2-ethoxy-propionic acid methyl ester was treated with LiOH to obtain (S)-3-[2-chloro-4-(5-methyl-2-phenyl-oxazol-4-ylmethoxy)-phenyl]-2-ethoxy-propionic acid as colorless solid. Reactants: C([O-])([O-])=O.[K+].[K+] (potassium carbonate), C1(=CC=CC=C1)CCCN (3-phenylpropylamine), C1=C(C=CC2=CC=CC=C12)OCCCCCl (4-(2-naphthyloxy)-1-chlorobutane). Solvent: CS(=O)C (DMSO), O (water). Reaction conditions: temperature 145 celsius. Yields the product C1(=CC=CC=C1)CCCNCCCCOC1=CC2=CC=CC=C2C=C1 (N-(3-phenylpropyl)-(4-(naphthalen-2-yloxy)butyl)amine). RXN SMILES: C(=O)([O-])[O-].[K+].[K+].[C:7]1([CH2:13][CH2:14][CH2:15][NH2:16])[CH:12]=[CH:11][CH:10]=[CH:9][CH:8]=1.[CH:17]1[C:26]2[C:21](=[CH:22][CH:23]=[CH:24][CH:25]=2)[CH:20]=[CH:19][C:18]=1[O:27][CH2:28][CH2:29][CH2:30][CH2:31]Cl>CS(C)=O.O>[C:7]1([CH2:13][CH2:14][CH2:15][NH:16][CH2:31][CH2:30][CH2:29][CH2:28][O:27][C:18]2[CH:19]=[CH:20][C:21]3[C:26](=[CH:25][CH:24]=[CH:23][CH:22]=3)[CH:17]=2)[CH:12]=[CH:11][CH:10]=[CH:9][CH:8]=1 |f:0.1.2|. Procedure details: A mixture of anhydrous potassium carbonate (10 gm, in excess) and 3-phenylpropylamine (0.42 ml, 0.003 mole) was taken in dry DMSO (40 ml). Now 4-(2-naphthyloxy)-1-chlorobutane (0.5 gm, 0.002 mole) was added in it. Reaction mixture was refluxed at 145° C. for 7 hrs and the reaction was completed as checked by TLC. Reaction mixture was poured in distilled water (60 ml) and extracted with ethyl acetate thrice. The organic layer was separated and concentrated to get oily compound which was later cry... The reactants are CCOC(=O)CCc1cn(-c2cccnc2)c2ccccc12, CC(C)C[Al+]CC(C)C, ClCCl, Cc1ccccc1, [H-]. Yields the product O=CCCc1cn(-c2cccnc2)c2ccccc12. Reaction SMILES: [CH2:1]([O:3][C:4](=[O:2])[CH2:6][CH2:7][c:8]1[cH:9][n:10](-[c:17]2[cH:18][n:19][cH:20][cH:21][cH:22]2)[c:11]2[cH:12][cH:13][cH:14][cH:15][c:16]12)[CH3:5].[CH2:24]([Al+:25][CH2:26][CH:27]([CH3:28])[CH3:29])[CH:30]([CH3:31])[CH3:32].[CH2:33]([Cl:34])[Cl:35].[CH3:36][c:37]1[cH:38][cH:39][cH:40][cH:41][cH:42]1.[H-:23]>>[O:3]=[CH:4][CH2:6][CH2:7][c:8]1[cH:9][n:10](-[c:17]2[cH:18][n:19][cH:20][cH:21][cH:22]2)[c:11]2[cH:12][cH:13][cH:14][cH:15][c:16]12. The reactants are CC1(OCCO1)C1=CC=C(S1)CN1N=CC(=N1)N (2-[5-(2-methyl-[1,3]dioxolan-2-yl)-thiophen-2-ylmethyl]-2H-[1,2,3]triazol-4-ylamine), FC=1C=C(C=CC1)C1=C(N=CO1)C(=O)O (5-(3-fluoro-phenyl)-oxazole-4-carboxylic acid). Yields the product C(C)(=O)C1=CC=C(S1)CN1N=CC(=N1)NC(=O)C=1N=COC1C1=CC(=CC=C1)F (5-(3-Fluoro-phenyl)-oxazole-4-carboxylic acid [2-(5-acetyl-thiophen-2-ylmethyl)-2H-[1,2,3]triazol-4-yl]-amide). As a reaction SMILES: [CH3:1][C:2]1([C:7]2[S:11][C:10]([CH2:12][N:13]3[N:17]=[C:16]([NH2:18])[CH:15]=[N:14]3)=[CH:9][CH:8]=2)[O:6]CCO1.[F:19][C:20]1[CH:21]=[C:22]([C:26]2[O:30][CH:29]=[N:28][C:27]=2[C:31](O)=[O:32])[CH:23]=[CH:24][CH:25]=1>>[C:2]([C:7]1[S:11][C:10]([CH2:12][N:13]2[N:17]=[C:16]([NH:18][C:31]([C:27]3[N:28]=[CH:29][O:30][C:26]=3[C:22]3[CH:23]=[CH:24][CH:25]=[C:20]([F:19])[CH:21]=3)=[O:32])[CH:15]=[N:14]2)=[CH:9][CH:8]=1)(=[O:6])[CH3:1]. Reported procedure: Following general procedure A followed by B, starting from 2-[5-(2-methyl-[1,3]dioxolan-2-yl)-thiophen-2-ylmethyl]-2H-[1,2,3]triazol-4-ylamine and 5-(3-fluoro-phenyl)-oxazole-4-carboxylic acid. Product: CCOC(=O)c1cc2c(Cl)ccc(O)c2n1C. As a reaction SMILES: [C:25].[CH2:1]([c:2]1[cH:3][cH:4][cH:5][cH:6][cH:7]1)[O:8][c:9]1[cH:10][cH:11][c:12]([Cl:24])[c:13]2[cH:14][c:15]([C:19](=[O:20])[O:21][CH2:22][CH3:23])[n:16]([CH3:18])[c:17]12.[O:27]1[CH2:28][CH2:29][CH2:30][CH2:31]1.[Pd:26]>>[OH:8][c:9]1[cH:10][cH:11][c:12]([Cl:24])[c:13]2[cH:14][c:15]([C:19](=[O:20])[O:21][CH2:22][CH3:23])[n:16]([CH3:18])[c:17]12. Reactants: C, CCOC(=O)c1cc2c(Cl)ccc(OCc3ccccc3)c2n1C, C1CCOC1, [Pd]. The reactants are COC(=O)C=1N(C2=CC=CC=C2C1O)C1=CC=CC=C1 (3-hydroxy-1-phenyl-1H-indole-2-carboxlic acid methyl ester), [H-].[Na+] (sodium hydride), C(C1=CC=CC=C1)Cl (benzyl chloride). Run in CN(P(=O)(N(C)C)N(C)C)C (hexamethylphosphoramide), CN(P(=O)(N(C)C)N(C)C)C (hexamethylphosphoramide). Conditions: time 1 hour. The product is COC(=O)C=1N(C2=CC=CC=C2C1OCC1=CC=CC=C1)C1=CC=CC=C1 (1-Phenyl-3-(phenylmethoxy)-1H-indole-2-carboxylic acid methyl ester). The yield is 53.2%. RXN SMILES: [H-].[Na+].[CH3:3][O:4][C:5]([C:7]1[N:8]([C:17]2[CH:22]=[CH:21][CH:20]=[CH:19][CH:18]=2)[C:9]2[C:14]([C:15]=1[OH:16])=[CH:13][CH:12]=[CH:11][CH:10]=2)=[O:6].[CH2:23](Cl)[C:24]1[CH:29]=[CH:28][CH:27]=[CH:26][CH:25]=1>CN(C)P(N(C)C)(N(C)C)=O>[CH3:3][O:4][C:5]([C:7]1[N:8]([C:17]2[CH:22]=[CH:21][CH:20]=[CH:19][CH:18]=2)[C:9]2[C:14]([C:15]=1[O:16][CH2:23][C:24]1[CH:29]=[CH:28][CH:27]=[CH:26][CH:25]=1)=[CH:13][CH:12]=[CH:11][CH:10]=2)=[O:6] |f:0.1|. Reported procedure: A mixture of 1.2 g (0.025 mole) of 50% sodium hydride/mineral oil suspension in 20 ml of hexamethylphosphoramide under a nitrogen atmosphere was cooled in ice and treated over 15 minutes with a solution of 5.3 g (0.020 mole) of 3-hydroxy-1-phenyl-1H-indole-2-carboxlic acid methyl ester [P. Friedlander and K. Kurz, Chem. Ber., 55, 1597 (1922)] in 25 ml of hexamethylphosphoramide. The mixture was stirred in ice an additional one hour, 2.6 ml (2.9 g, 0.023 mole) of benzyl chloride was added in one ... RXN SMILES: [CH3:1][O:2][c:3]1[cH:4][cH:5][c:6]2[c:7]([c:8]([CH3:33])[c:9]([CH:11]([CH2:12][CH:13]([CH3:14])[CH3:15])[NH:16][c:17]3[cH:18][cH:19][c:20]([C:23](=[O:24])[NH:25][CH2:26][CH2:27][C:28](=[O:29])[O:30][CH2:31][CH3:32])[cH:21][cH:22]3)[o:10]2)[cH:34]1.[CH3:42][CH2:43][OH:44].[Na+:41].[O:35]1[CH2:36][CH2:37][CH2:38][CH2:39]1.[OH-:40]>>[CH3:1][O:2][c:3]1[cH:4][cH:5][c:6]2[c:7]([c:8]([CH3:33])[c:9]([CH:11]([CH2:12][CH:13]([CH3:14])[CH3:15])[NH:16][c:17]3[cH:18][cH:19][c:20]([C:23](=[O:24])[NH:25][CH2:26][CH2:27][C:28](=[O:29])[OH:30])[cH:21][cH:22]3)[o:10]2)[cH:34]1. The product is COc1ccc2oc(C(CC(C)C)Nc3ccc(C(=O)NCCC(=O)O)cc3)c(C)c2c1. The reactants are CCOC(=O)CCNC(=O)c1ccc(NC(CC(C)C)c2oc3ccc(OC)cc3c2C)cc1, CCO, [Na+], C1CCOC1, [OH-]. Reaction SMILES: [Br:1][c:2]1[n:3][cH:4][c:5](=[O:8])[nH:6][cH:7]1.[Br:9][CH2:10][c:11]1[cH:12][cH:13][c:14]([Cl:17])[cH:15][cH:16]1.[CH3:18][C:19]#[N:20]>>[Br:1][c:2]1[n:3][cH:4][c:5](=[O:8])[n:6]([CH2:10][c:11]2[cH:12][cH:13][c:14]([Cl:17])[cH:15][cH:16]2)[cH:7]1. The reactants are O=c1cnc(Br)c[nH]1, Clc1ccc(CBr)cc1, CC#N. Product: O=c1cnc(Br)cn1Cc1ccc(Cl)cc1.